From a dataset of the Open Reaction Database (ORD), a public repository of structured organic reaction records. describe an organic reaction: reactants, conditions, products, and yield Starting materials: ClP(Cl)(Cl)(Cl)Cl, O=C(O)c1ccc([N+](=O)[O-])c(Sc2ccc(F)cc2F)c1, c1ccccc1. The product is O=C(Cl)c1ccc([N+](=O)[O-])c(Sc2ccc(F)cc2F)c1. Reaction SMILES: [Cl:22][P:23]([Cl:24])([Cl:25])([Cl:26])[Cl:27].[F:1][c:2]1[c:3]([S:9][c:10]2[cH:11][c:12]([C:13](=[O:14])[OH:15])[cH:16][cH:17][c:18]2[N+:19](=[O:20])[O-:21])[cH:4][cH:5][c:6]([F:8])[cH:7]1.[cH:28]1[cH:29][cH:30][cH:31][cH:32][cH:33]1>>[F:1][c:2]1[c:3]([S:9][c:10]2[cH:11][c:12]([C:13](=[O:14])[Cl:22])[cH:16][cH:17][c:18]2[N+:19](=[O:20])[O-:21])[cH:4][cH:5][c:6]([F:8])[cH:7]1. Starting materials: C(C)(C)(C)OC(=O)NCCCC[C@@H](C(=O)OCC)N[C@H]1CSC2=C(N(C1=O)CC(=O)OC(C)(C)C)C=CC=C2 (tert-butyl 3(R)-[5-tert-butoxycarbonylamino-1(S)-ethoxycarbonylpentyl]amino-4-oxo-2,3,4,5-tetrahydro-1,5-benzothiazepine-5-acetate). Run in CO (methanol), [OH-].[Na+] (sodium hydroxide), O (water). Conditions: time 2 hour. Yields the product C(C)(C)(C)OC(=O)NCCCC[C@@H](C(=O)O)N[C@H]1CSC2=C(N(C1=O)CC(=O)OC(C)(C)C)C=CC=C2 (tert-butyl 3(R)-[5-tert-butoxycarbonylamino-1(S)-carboxypentyl]amino-4-oxo-2,3,4,5-tetrahydro-1,5-benzothiazepine-5-acetate). Yield: 64.9%. RXN SMILES: [C:1]([O:5][C:6]([NH:8][CH2:9][CH2:10][CH2:11][CH2:12][C@H:13]([NH:19][C@@H:20]1[C:26](=[O:27])[N:25]([CH2:28][C:29]([O:31][C:32]([CH3:35])([CH3:34])[CH3:33])=[O:30])[C:24]2[CH:36]=[CH:37][CH:38]=[CH:39][C:23]=2[S:22][CH2:21]1)[C:14]([O:16]CC)=[O:15])=[O:7])([CH3:4])([CH3:3])[CH3:2]>CO.[OH-].[Na+].O>[C:1]([O:5][C:6]([NH:8][CH2:9][CH2:10][CH2:11][CH2:12][C@H:13]([NH:19][C@@H:20]1[C:26](=[O:27])[N:25]([CH2:28][C:29]([O:31][C:32]([CH3:34])([CH3:33])[CH3:35])=[O:30])[C:24]2[CH:36]=[CH:37][CH:38]=[CH:39][C:23]=2[S:22][CH2:21]1)[C:14]([OH:16])=[O:15])=[O:7])([CH3:2])([CH3:3])[CH3:4] |f:2.3|. Procedure details: In a mixture of 40 ml of methanol and 25 ml of 1N aqueous sodium hydroxide solution is dissolved 0.6 g of tert-butyl 3(R)-[5-tert-butoxycarbonylamino-1(S)-ethoxycarbonylpentyl]amino-4-oxo-2,3,4,5-tetrahydro-1,5-benzothiazepine-5-acetate as obtaiend in Example 37, and 10 ml of water is further added to the solution, followed by stirring at room temperature for 2 hours. The methanol is evaporated off under reduced pressure, and the residual solution is made weakly acidified with phosphoric acid an... The reactants are [OH-].[Na+] (sodium hydroxide), BrC1=CC(=CC=2CCOC21)CCC(=O)OCC (ethyl 3-(7-bromo-2,3-dihydrobenzofuran-5-yl)propionate), Cl (hydrochloric acid). Solvent: O1CCCC1 (tetrahydrofuran). Run at time 3 hour. Product: BrC1=CC(=CC=2CCOC21)CCC(=O)O (3-(7-Bromo-2,3-dihydrobenzofuran-5-yl)propionic Acid). Isolated yield 74.0%. As a reaction SMILES: [OH-].[Na+].[Br:3][C:4]1[C:12]2[O:11][CH2:10][CH2:9][C:8]=2[CH:7]=[C:6]([CH2:13][CH2:14][C:15]([O:17]CC)=[O:16])[CH:5]=1.Cl>O1CCCC1>[Br:3][C:4]1[C:12]2[O:11][CH2:10][CH2:9][C:8]=2[CH:7]=[C:6]([CH2:13][CH2:14][C:15]([OH:17])=[O:16])[CH:5]=1 |f:0.1|. Procedure details: An aqueous solution (100 ml) of sodium hydroxide (15 g) was added to a tetrahydrofuran (20 ml) solution of ethyl 3-(7-bromo-2,3-dihydrobenzofuran-5-yl)propionate (19.1 g, 63.8 mmols), and the mixture was stirred at room temperature for 3 hours. The reaction mixture was made acidic with hydrochloric acid added thereto, and this was then extracted with ethyl acetate. The extract was washed with a saturated saline solution, then dried with anhydrous magnesium sulfate and concentrated under reduced ... Reactants: O=C1C(C(N(C2=C(N1CC(=O)N(C1=CC=C(C=C1)OC)C(C)C)C=CC=C2)C2=CC=CC=C2)=O)CC2=NN(C=1CCCCC21)CC2=CC=CC=C2 (2-[2,4-Dioxo-5-phenyl-3-(4,5,6,7-tetrahydro-1-benzyl-1H-indazol-3-ylmethyl)-2,3,4,5-tetrahydro-benzo[b][1,4]diazepin-1-yl]-N-isopropyl-N-(4-methoxy-phenyl)-acetamide), Intermediate 52, solution, C(=O)O (formic acid). Reagents/catalysts: [Pd] (palladium on carbon). Solvent: C(C)O (ethanol). The product is O=C1C(C(N(C2=C(N1CC(=O)N(C1=CC=C(C=C1)OC)C(C)C)C=CC=C2)C2=CC=CC=C2)=O)CC2=NNC=1CCCCC21 (2-[2,4-Dioxo-5-phenyl-3-(4,5,6,7-tetrahydro-1H-indazol-3-ylmethyl)-2,3,4,5-tetrahydro-benzo[b][1,4]diazepin-1-yl]-N-isopropyl-N-(4-methoxy-phenyl)-acetamide). Isolated yield 80.7%. Reaction SMILES: [O:1]=[C:2]1[N:8]([CH2:9][C:10]([N:12]([CH:21]([CH3:23])[CH3:22])[C:13]2[CH:18]=[CH:17][C:16]([O:19][CH3:20])=[CH:15][CH:14]=2)=[O:11])[C:7]2[CH:24]=[CH:25][CH:26]=[CH:27][C:6]=2[N:5]([C:28]2[CH:33]=[CH:32][CH:31]=[CH:30][CH:29]=2)[C:4](=[O:34])[CH:3]1[CH2:35][C:36]1[C:44]2[CH2:43][CH2:42][CH2:41][CH2:40][C:39]=2[N:38](CC2C=CC=CC=2)[N:37]=1.C(O)=O>C(O)C.[Pd]>[O:1]=[C:2]1[N:8]([CH2:9][C:10]([N:12]([CH:21]([CH3:22])[CH3:23])[C:13]2[CH:18]=[CH:17][C:16]([O:19][CH3:20])=[CH:15][CH:14]=2)=[O:11])[C:7]2[CH:24]=[CH:25][CH:26]=[CH:27][C:6]=2[N:5]([C:28]2[CH:29]=[CH:30][CH:31]=[CH:32][CH:33]=2)[C:4](=[O:34])[CH:3]1[CH2:35][C:36]1[C:44]2[CH2:43][CH2:42][CH2:41][CH2:40][C:39]=2[NH:38][N:37]=1. Procedure details: To a stirring solution of 150 mg (0.22 mmol) of 2-[2,4-Dioxo-5-phenyl-3-(4,5,6,7-tetrahydro-1-benzyl-1H-indazol-3-ylmethyl)-2,3,4,5-tetrahydro-benzo[b][1,4]diazepin-1-yl]-N-isopropyl-N-(4-methoxy-phenyl)-acetamide, prepared as in Intermediate 52, in 10 mL of a 10% solution of formic acid in absolute ethanol is added 150 mg of 10% palladium on carbon. The resulting black suspension is refluxed for 3 h, then cooled to RT. The reaction mixture is filtered through Celite to remove the catalyst and t... Reactants: aqueous solution, [Li+].[OH-] (LiOH), C1CCOC1 (THF), ClC=1C=CC(=C(C1)C=1C=CC(=NC1)C(=O)NCCC(=O)OCC)C(NC1=CC=C(C=C1)C1=C(C=C(C=C1)Cl)C)=O (ethyl 3-(5-(5-chloro-2-((4′-chloro-2′-methyl-[1,1′-biphenyl]-4-yl)carbamoyl)phenyl)picolinamido)propanoate), Cl (HCl). Solvent: CO (MeOH), CCOC(=O)C (EtOAc), O (water). Product: ClC=1C=CC(=C(C1)C=1C=CC(=NC1)C(=O)NCCC(=O)O)C(NC1=CC=C(C=C1)C1=C(C=C(C=C1)Cl)C)=O (3-(5-(5-chloro-2-((4′-chloro-2′-methyl-[1,1′-biphenyl]-4-yl)carbamoyl)phenyl)picolinamido)propanoic acid). As a reaction SMILES: [Li+].[OH-].C1COCC1.[Cl:8][C:9]1[CH:10]=[CH:11][C:12]([C:31](=[O:47])[NH:32][C:33]2[CH:38]=[CH:37][C:36]([C:39]3[CH:44]=[CH:43][C:42]([Cl:45])=[CH:41][C:40]=3[CH3:46])=[CH:35][CH:34]=2)=[C:13]([C:15]2[CH:16]=[CH:17][C:18]([C:21]([NH:23][CH2:24][CH2:25][C:26]([O:28]CC)=[O:27])=[O:22])=[N:19][CH:20]=2)[CH:14]=1.Cl>CCOC(C)=O.O.CO>[Cl:8][C:9]1[CH:10]=[CH:11][C:12]([C:31](=[O:47])[NH:32][C:33]2[CH:38]=[CH:37][C:36]([C:39]3[CH:44]=[CH:43][C:42]([Cl:45])=[CH:41][C:40]=3[CH3:46])=[CH:35][CH:34]=2)=[C:13]([C:15]2[CH:16]=[CH:17][C:18]([C:21]([NH:23][CH2:24][CH2:25][C:26]([OH:28])=[O:27])=[O:22])=[N:19][CH:20]=2)[CH:14]=1 |f:0.1|. Procedure: A 1M aqueous solution of LiOH (2.0 mL, 2.0 mmol) was added to a THF (4.0 mL) and MeOH (1.0 mL) solution of ethyl 3-(5-(5-chloro-2-((4′-chloro-2′-methyl-[1,1′-biphenyl]-4-yl)carbamoyl)phenyl)picolinamido)propanoate (100 mg, 0.17 mmol) and the resulting mixture was stirred at room temperature. After 1 h the resulting mixture was neutralized with 2M aqueous HCl, diluted with EtOAc and water and the layers were separated. The aqueous layer was extracted with EtOAc and the combined extracts were drie... Product: COC([C@H](CC1=CC=C(C=C1)C1=CC=C(C=C1)F)NC(=O)[C@H]1N(CC=2C=C3O[C@H](C(N(C3=CC2C1)C)=O)C1=CC=C(C=C1)O)[C@@H](CC)C1=CC=CC=C1)=O ((S)-3-(4′-Fluoro-biphenyl-4-yl)-2-{[(3S,7S)-3-(4-hydroxy-phenyl)-1-methyl-2-oxo-6-((S)-1-phenyl-propyl)-2,3,5,6,7,8-hexahydro-1H-4-oxa-1,6-diaza-anthracene-7-carbonyl]-amino}-propionic acid methyl ester). Reaction SMILES: [OH:1][C:2]1[CH:7]=[CH:6][C:5]([C@@H:8]2[O:21][C:20]3[C:11](=[CH:12][C:13]4[CH2:14][C@@H:15]([C:31](O)=[O:32])[N:16]([C@H:22]([C:25]5[CH:30]=[CH:29][CH:28]=[CH:27][CH:26]=5)[CH2:23][CH3:24])[CH2:17][C:18]=4[CH:19]=3)[N:10]([CH3:34])[C:9]2=[O:35])=[CH:4][CH:3]=1.Cl.[CH3:37][O:38][C:39](=[O:56])[C@@H:40]([NH2:55])[CH2:41][C:42]1[CH:47]=[CH:46][C:45]([C:48]2[CH:53]=[CH:52][C:51]([F:54])=[CH:50][CH:49]=2)=[CH:44][CH:43]=1>>[CH3:37][O:38][C:39](=[O:56])[C@@H:40]([NH:55][C:31]([C@@H:15]1[CH2:14][C:13]2[CH:12]=[C:11]3[C:20]([O:21][C@@H:8]([C:5]4[CH:6]=[CH:7][C:2]([OH:1])=[CH:3][CH:4]=4)[C:9](=[O:35])[N:10]3[CH3:34])=[CH:19][C:18]=2[CH2:17][N:16]1[C@H:22]([C:25]1[CH:30]=[CH:29][CH:28]=[CH:27][CH:26]=1)[CH2:23][CH3:24])=[O:32])[CH2:41][C:42]1[CH:47]=[CH:46][C:45]([C:48]2[CH:53]=[CH:52][C:51]([F:54])=[CH:50][CH:49]=2)=[CH:44][CH:43]=1 |f:1.2|. Procedure: (S)-3-(4′-Fluoro-biphenyl-4-yl)-2-{[(3S,7S)-3-(4-hydroxy-phenyl)-1-methyl-2-oxo-6-((S)-1-phenyl-propyl)-2,3,5,6,7,8-hexahydro-1H-4-oxa-1,6-diaza-anthracene-7-carbonyl]-amino}-propionic acid methyl ester (57 mg, LC/MS: m/z 729) was prepared from (3S,7S)-3-(4-hydroxy-phenyl)-1-methyl-2-oxo-6-((S)-1-phenyl-propyl)-2,3,5,6,7,8-hexahydro-1H-4-oxa-1,6-diaza-anthracene-7-carboxylic acid (70 mg) and (S)-2-amino-3-(4′-fluoro-biphenyl-4-yl)-propionic acid methyl ester hydrochloride using general procedure... Starting materials: OC1=CC=C(C=C1)[C@H]1C(N(C2=CC=3C[C@H](N(CC3C=C2O1)[C@@H](CC)C1=CC=CC=C1)C(=O)O)C)=O ((3S,7S)-3-(4-hydroxy-phenyl)-1-methyl-2-oxo-6-((S)-1-phenyl-propyl)-2,3,5,6,7,8-hexahydro-1H-4-oxa-1,6-diaza-anthracene-7-carboxylic acid), Cl.COC([C@H](CC1=CC=C(C=C1)C1=CC=C(C=C1)F)N)=O ((S)-2-amino-3-(4′-fluoro-biphenyl-4-yl)-propionic acid methyl ester hydrochloride).